From a dataset of the Open Reaction Database (ORD), a public repository of structured organic reaction records. describe an organic reaction: reactants, conditions, products, and yield Procedure details: Heat at 80° C. a solution of (+/−)-cis-4-acetylamino-2-ethyl-6-methoxy-3,4-dihydro-2H-[1,5]naphthyridine-1-carboxylic acid isopropyl ester (100 mg, 0.298 mmol) in 5 N HCl (1 mL) for 4 h. Cool the reaction mixture to room temperature, pour the crude onto a saturated solution of sodium carbonate and extract with dichloromethane. Dry the organic layer over anhydrous sodium sulfate, filter, and remove the solvent under reduced pressure, to afford the title compound (85 mg, 98%). MS (ES+): 277 (M−NH2... Solvent: Cl (HCl). As a reaction SMILES: [CH:1]([O:4][C:5]([N:7]1[C:16]2[C:11](=[N:12][C:13]([O:17][CH3:18])=[CH:14][CH:15]=2)[C@H:10]([NH:19]C(=O)C)[CH2:9][C@@H:8]1[CH2:23][CH3:24])=[O:6])([CH3:3])[CH3:2].C(=O)([O-])[O-].[Na+].[Na+]>Cl>[CH:1]([O:4][C:5]([N:7]1[C:16]2[C:11](=[N:12][C:13]([O:17][CH3:18])=[CH:14][CH:15]=2)[C@H:10]([NH2:19])[CH2:9][C@@H:8]1[CH2:23][CH3:24])=[O:6])([CH3:3])[CH3:2] |f:1.2.3|. Yield: 97.2%. Product: C(C)(C)OC(=O)N1[C@H](C[C@H](C2=NC(=CC=C12)OC)N)CC ((+/−)-cis-4-Amino-2-ethyl-6-methoxy-3,4-dihydro-2H-[1,5]naphthyridine-1-carboxylic acid isopropyl ester). Reactants: C(C)(C)OC(=O)N1[C@H](C[C@H](C2=NC(=CC=C12)OC)NC(C)=O)CC ((+/−)-cis-4-acetylamino-2-ethyl-6-methoxy-3,4-dihydro-2H-[1,5]naphthyridine-1-carboxylic acid isopropyl ester), C([O-])([O-])=O.[Na+].[Na+] (sodium carbonate). The reactants are C1COCCO1, CCC(CC(=O)OC)n1c(=O)c2ncccc2n(Cc2nsc3cc(C)cc(C)c23)c1=O, CC(=O)O, [Li+], [OH-], O. The product is CCC(CC(=O)O)n1c(=O)c2ncccc2n(Cc2nsc3cc(C)cc(C)c23)c1=O. RXN SMILES: [CH2:40]1[O:41][CH2:42][CH2:43][O:44][CH2:45]1.[CH3:1][O:2][C:3]([CH2:4][CH:5]([CH2:6][CH3:7])[n:8]1[c:9](=[O:31])[n:10]([CH2:19][c:20]2[n:21][s:22][c:23]3[c:24]2[c:25]([CH3:30])[cH:26][c:27]([CH3:29])[cH:28]3)[c:11]2[c:12]([c:13]1=[O:14])[n:15][cH:16][cH:17][cH:18]2)=[O:32].[CH3:35][C:36](=[O:37])[OH:38].[Li+:33].[OH-:34].[OH2:39]>>[O:2]=[C:3]([CH2:4][CH:5]([CH2:6][CH3:7])[n:8]1[c:9](=[O:31])[n:10]([CH2:19][c:20]2[n:21][s:22][c:23]3[c:24]2[c:25]([CH3:30])[cH:26][c:27]([CH3:29])[cH:28]3)[c:11]2[c:12]([c:13]1=[O:14])[n:15][cH:16][cH:17][cH:18]2)[OH:32]. Starting materials: C(C)C1=C(N=C(N1)C1=CC=CC=C1)CO (5-ethyl-2-phenyl-4-imidazolemethanol), CC1=C(N=C(N1)C1=CC=CC=C1)CO (5-methyl-2-phenyl-4-imidazolemethanol). Product: C(C)C1=C(N=C(N1)C1=CC=CC=C1)C=O (5-Ethyl-2-phenyl-4-imidazolecarboxaldehyde). As a reaction SMILES: [CH2:1]([C:3]1[NH:7][C:6]([C:8]2[CH:13]=[CH:12][CH:11]=[CH:10][CH:9]=2)=[N:5][C:4]=1[CH2:14][OH:15])[CH3:2].CC1NC(C2C=CC=CC=2)=NC=1CO>>[CH2:1]([C:3]1[NH:7][C:6]([C:8]2[CH:9]=[CH:10][CH:11]=[CH:12][CH:13]=2)=[N:5][C:4]=1[CH:14]=[O:15])[CH3:2]. Procedure: The procedure of Example 18 is repeated substituting an equimolecular amount of 5-ethyl-2-phenyl-4-imidazolemethanol for the 5-methyl-2-phenyl-4-imidazolemethanol employed in that example. There is thus obtained the title compound in equally good yield. Starting materials: C[C@](C(=O)O)(CCC1=CC=C(C=C1)B1OC(C(O1)(C)C)(C)C)S(=O)(=O)C ((2R)-2-methyl-2-(methylsulfonyl)-4-[4-(4,4,5,5-tetramethyl-1,3,2-dioxaborolan-2-yl)phenyl]butanoic acid), O1C(CCCC1)ON (O-tetrahydro-2H-pyran-2-yl-hydroxylamine), BrC1=CC=C(C=C1)CCC(C(=O)NOC1OCCCC1)(S(=O)(=O)C)C ((+/−)-4-(4-bromophenyl)-2-methyl-2-(methylsulfonyl)-N-(tetrahydro-2H-pyran-2-yloxy)butanamide). The product is C[C@](C(=O)NOC1OCCCC1)(CCC1=CC=C(C=C1)B1OC(C(O1)(C)C)(C)C)S(=O)(=O)C ((2R)-2-methyl-2-(methylsulfonyl)-N-(tetrahydro-2H-pyran-2-yloxy)-4-[4-(4,4,5,5-tetramethyl-1,3,2-dioxaborolan-2-yl)phenyl]butanamide). The yield is 77.5%. Reaction SMILES: [CH3:1][C@@:2]([S:23]([CH3:26])(=[O:25])=[O:24])([CH2:6][CH2:7][C:8]1[CH:13]=[CH:12][C:11]([B:14]2[O:18][C:17]([CH3:20])([CH3:19])[C:16]([CH3:22])([CH3:21])[O:15]2)=[CH:10][CH:9]=1)[C:3]([OH:5])=O.[O:27]1[CH2:32][CH2:31][CH2:30][CH2:29][CH:28]1[O:33][NH2:34].BrC1C=CC(CCC(C)(S(C)(=O)=O)C(NOC2CCCCO2)=O)=CC=1>>[CH3:1][C@@:2]([S:23]([CH3:26])(=[O:24])=[O:25])([CH2:6][CH2:7][C:8]1[CH:13]=[CH:12][C:11]([B:14]2[O:15][C:16]([CH3:21])([CH3:22])[C:17]([CH3:20])([CH3:19])[O:18]2)=[CH:10][CH:9]=1)[C:3]([NH:34][O:33][CH:28]1[CH2:29][CH2:30][CH2:31][CH2:32][O:27]1)=[O:5]. Procedure details: The title compound (7.2 g, 77%) was prepared from (2R)-2-methyl-2-(methylsulfonyl)-4-[4-(4,4,5,5-tetramethyl-1,3,2-dioxaborolan-2-yl)phenyl]butanoic acid (7.4 g, 19.3 mmol) and O-tetrahydro-2H-pyran-2-yl-hydroxylamine (3.3 g, 28 mmol) by a procedure analogous to that described for (+/−)-4-(4-bromophenyl)-2-methyl-2-(methylsulfonyl)-N-(tetrahydro-2H-pyran-2-yloxy)butanamide as in Preparation 3 step C. LCMS m/z 480.8 (M−1). Reactants: C(C)O[C@@H]1[C@H](C[C@@H]2CC[C@H]3[C@@H]4CC=C(C(C)=O)[C@]4(CC([C@@H]3[C@]2(C1)C)=O)C)O (2β-ethoxy- 3α-hydroxy-5α-pregn-16-ene11,20-dione), [Cl-].[NH4+] (ammonium chloride), C[Li] (methyllithium), cuprous iodide. Run in O1CCCC1 (tetrahydrofuran), CCOCC (ether), CCOCC (ether), CCOCC (ether). Conditions: time 30 minute. Yields the product C(C)O[C@@H]1[C@H](C[C@@H]2CC[C@H]3[C@@H]4C[C@H]([C@H](C(C)=O)[C@]4(CC([C@@H]3[C@]2(C1)C)=O)C)C)O (2β-Ethoxy-3α-hydroxy-16α-methyl-5α-pregnane-11,20-dione). As a reaction SMILES: [CH3:1][Li].[CH2:3]([O:5][C@H:6]1[CH2:25][C@@:24]2([CH3:26])[C@@H:9]([CH2:10][CH2:11][C@@H:12]3[C@@H:23]2[C:22](=[O:27])[CH2:21][C@@:20]2([CH3:28])[C@H:13]3[CH2:14][CH:15]=[C:16]2[C:17](=[O:19])[CH3:18])[CH2:8][C@@H:7]1[OH:29])[CH3:4].[Cl-].[NH4+]>CCOCC.O1CCCC1>[CH2:3]([O:5][C@H:6]1[CH2:25][C@@:24]2([CH3:26])[C@@H:9]([CH2:10][CH2:11][C@@H:12]3[C@@H:23]2[C:22](=[O:27])[CH2:21][C@@:20]2([CH3:28])[C@H:13]3[CH2:14][C@@H:15]([CH3:1])[C@@H:16]2[C:17](=[O:19])[CH3:18])[CH2:8][C@@H:7]1[OH:29])[CH3:4] |f:2.3|. Procedure: A solution of methyllithium in ether (c. 2M 4 ml.) was added to a stirred slurry of cuprous iodide (630 mg.) in dry ether (60 ml.) under dry nitrogen until the initially formed yellow precipitate redissolved. A solution of 2β-ethoxy- 3α-hydroxy-5α-pregn-16-ene11,20-dione (420 mg.) in dry tetrahydrofuran (35 ml.) was added to the stirred solution at 0° and stirring was continued, at 0°, for 30 minutes. The mixture was then poured into saturated ammonium chloride solution (150 ml.), more ether (15... Reactants: ClC1=NC=2N3C(CNC2C=N1)COCC3 (2-chloro-5,6,6a,7,9,10-hexahydro-[1,4]oxazino[3,4-h]pteridine), COC1=CC=C2C(=CN(C2=C1)C(=O)OC(C)(C)C)B1OC(C(O1)(C)C)(C)C (tert-butyl 6-methoxy-3-(4,4,5,5-tetramethyl-1,3,2-dioxaborolan-2-yl)-1H-indole-1-carboxylate). Reagents/catalysts: C1=CC=C(C=C1)P([C-]2C=CC=C2)C3=CC=CC=C3.C1=CC=C(C=C1)P([C-]2C=CC=C2)C3=CC=CC=C3.Cl[Pd]Cl.[Fe+2] (PdCl2(dppf)). Solvent: O1CCOCC1 (dioxane), C(=O)(O)[O-].[Na+] (NaHCO3). Yields the product N1=C(N=CC=2NCC3N(C12)CCOC3)C3=CN(C1=CC(=CC=C31)OC)C(=O)OC(C)(C)C (tert-butyl 3-(5,6,6a,7,9,10-hexahydro-[1,4]oxazino[3,4-h]pteridin-2-yl)-6-methoxy-1H-indole-1-carboxylate). RXN SMILES: Cl[C:2]1[N:11]=[CH:10][C:9]2[NH:8][CH2:7][CH:6]3[CH2:12][O:13][CH2:14][CH2:15][N:5]3[C:4]=2[N:3]=1.[CH3:16][O:17][C:18]1[CH:26]=[C:25]2[C:21]([C:22](B3OC(C)(C)C(C)(C)O3)=[CH:23][N:24]2[C:27]([O:29][C:30]([CH3:33])([CH3:32])[CH3:31])=[O:28])=[CH:20][CH:19]=1>O1CCOCC1.C([O-])(O)=O.[Na+].C1C=CC(P(C2C=CC=CC=2)[C-]2C=CC=C2)=CC=1.C1C=CC(P(C2C=CC=CC=2)[C-]2C=CC=C2)=CC=1.Cl[Pd]Cl.[Fe+2]>[N:3]1[C:4]2[N:5]3[CH2:15][CH2:14][O:13][CH2:12][CH:6]3[CH2:7][NH:8][C:9]=2[CH:10]=[N:11][C:2]=1[C:22]1[C:21]2[C:25](=[CH:26][C:18]([O:17][CH3:16])=[CH:19][CH:20]=2)[N:24]([C:27]([O:29][C:30]([CH3:33])([CH3:32])[CH3:31])=[O:28])[CH:23]=1 |f:3.4,5.6.7.8|. Procedure: The title compound was prepared in a manner similar to EXAMPLE 1 using 2-chloro-5,6,6a,7,9,10-hexahydro-[1,4]oxazino[3,4-h]pteridine (PREPARATION x2, 50 mg, 0.221 mmol), tert-butyl 6-methoxy-3-(4,4,5,5-tetramethyl-1,3,2-dioxaborolan-2-yl)-1H-indole-1-carboxylate (124 mg, 0.331 mmol) and PdCl2(dppf) (12.91 mg, 0.018 mmol) in dioxane (1.9 mL) and aqueous saturated NaHCO3 (0.4 mL).